The task is: describe an organic reaction: reactants, conditions, products, and yield. This data is from the Open Reaction Database (ORD), a public repository of structured organic reaction records. Starting materials: BrC1=CC=C(C=C1)C(=O)C=1C2=C(SC1C1=CC=C(C=C1)O)C=C(C=C2)O (4-Bromophenyl-[6-Hydroxy-2-(4-hydroxyphenyl)benzo[b]thien-3-yl]methanone), C1(=C(C=CC=C1)P(C1=C(C=CC=C1)C)C1=C(C=CC=C1)C)C (tri-o-tolylphosphine), CN(C(C=C)=O)C (N,N-dimethyl acrylamide), C(C)#N (acetonitrile). The reagents and catalysts are C(C)(=O)[O-].[Pd+2].C(C)(=O)[O-] (palladium acetate). The solvent is C(C)N(CC)CC (triethylamine). Reaction conditions: temperature 85 celsius. Product: OC=1C=CC2=C(SC(=C2C(=O)C2=CC=C(C=C2)/C=C/C(=O)N(C)C)C2=CC=C(C=C2)O)C1 ((E)-3-{4-[6-Hydroxy-2-(4-hydroxyphenyl)benzo[b]thiophene-3-carbonyl]phenyl}-N,N-dimethylacrylamide). The yield is 71.0%. Reaction SMILES: Br[C:2]1[CH:7]=[CH:6][C:5]([C:8]([C:10]2[C:11]3[CH:25]=[CH:24][C:23]([OH:26])=[CH:22][C:12]=3[S:13][C:14]=2[C:15]2[CH:20]=[CH:19][C:18]([OH:21])=[CH:17][CH:16]=2)=[O:9])=[CH:4][CH:3]=1.C1(C)C=CC=CC=1P(C1C=CC=CC=1C)C1C=CC=CC=1C.[CH3:49][N:50]([CH3:55])[C:51](=[O:54])[CH:52]=[CH2:53].C(#N)C>C([O-])(=O)C.[Pd+2].C([O-])(=O)C.C(N(CC)CC)C>[OH:26][C:23]1[CH:24]=[CH:25][C:11]2[C:10]([C:8]([C:5]3[CH:6]=[CH:7][C:2](/[CH:53]=[CH:52]/[C:51]([N:50]([CH3:55])[CH3:49])=[O:54])=[CH:3][CH:4]=3)=[O:9])=[C:14]([C:15]3[CH:20]=[CH:19][C:18]([OH:21])=[CH:17][CH:16]=3)[S:13][C:12]=2[CH:22]=1 |f:4.5.6|. Reported procedure: To a screw cap seal tube is added 0.84 g (2.0 mmol) of the product from Example 2, 0.20 g (0.66 mmol) of tri-o-tolylphosphine, 0.21 g (2.1 mmol) of N,N-dimethyl acrylamide, 0.040 g (0.2 mmol) of palladium acetate, 40 mL of acetonitrile and 4 mL of triethylamine. The solution was purged with nitrogen then capped and heated to 85° C. for 3 hours. At the end of this time, the solution was concentrated, then taken up in 100 mL of water:ethyl acetate (1:2). The organic layer was separated and the wat...